Dataset: the Open Reaction Database (ORD), a public repository of structured organic reaction records. Task: describe an organic reaction: reactants, conditions, products, and yield The reactants are C[Si](C)(C)CCOCCl (SEM chloride), [H-].[Na+] (NaH), oil, BrC1=CC=C2C(N(NC2=C1)C1=CC=C(C=C1)C(F)(F)F)=O (1,2-Dihydro-6-bromo-2-(4-trifluoromethylphenyl)-3H-indazol-3-one). Solvent: C1CCOC1 (THF), C1CCOC1 (THF). Conditions: time 20 minute. Yields the product BrC1=CC=C2C(N(N(C2=C1)COCC[Si](C)(C)C)C1=CC=C(C=C1)C(F)(F)F)=O (6-Bromo-1,2-dihydro-2-(4-trifluoromethylphenyl)-1-(2-trimethylsilyl ethoxymethyl)-3H-indazol-3-one). Reaction SMILES: [H-].[Na+].[Br:3][C:4]1[CH:12]=[C:11]2[C:7]([C:8](=[O:23])[N:9]([C:13]3[CH:18]=[CH:17][C:16]([C:19]([F:22])([F:21])[F:20])=[CH:15][CH:14]=3)[NH:10]2)=[CH:6][CH:5]=1.[CH3:24][Si:25]([CH2:28][CH2:29][O:30][CH2:31]Cl)([CH3:27])[CH3:26]>C1COCC1>[Br:3][C:4]1[CH:12]=[C:11]2[C:7]([C:8](=[O:23])[N:9]([C:13]3[CH:14]=[CH:15][C:16]([C:19]([F:20])([F:21])[F:22])=[CH:17][CH:18]=3)[N:10]2[CH2:31][O:30][CH2:29][CH2:28][Si:25]([CH3:27])([CH3:26])[CH3:24])=[CH:6][CH:5]=1 |f:0.1|. Reported procedure: A suspension of NaH in mineral oil (60%, 0.17 g, 0.0041 mol) was added portionwise to a solution of the product of Step 4 (1.3 g, 0.0035 mol) in dry THF (50 mL) at room temperature under N2. After 20 min, SEM chloride (0.68 g, 0.0041 mol) in THF (15 mL) was added and the resulting slurry stirred at room temperature overnight. The mixture was quenched with brine (10 mL) and extracted into ether (3×20 mL). The organic phase was washed with 1N HCl (10 mL), 2N NaOH (10 mL), brine (10 mL), dried (MgS... Reactants: C1CCOC1 (THF), C[Mg]Br (methylmagnesium bromide), C1(=CC=CC=C1)C(N1CC(C1)OS(=O)(=O)C)C1=CC=CC=C1 (1-(diphenylmethyl)-3-(methanesulphonyloxy) azetidine). Solvent: C(C)OCC (diethyl ether). Conditions: temperature 0 celsius, time 1.5 hour. Yields the product C(C1=CC=CC=C1)(C1=CC=CC=C1)N1CC(C1)O (1-benzhydryl-azetidin-3-ol). The yield is 84.9%. RXN SMILES: [C:1]1([CH:7]([C:17]2[CH:22]=[CH:21][CH:20]=[CH:19][CH:18]=2)[N:8]2[CH2:11][CH:10]([O:12]S(C)(=O)=O)[CH2:9]2)[CH:6]=[CH:5][CH:4]=[CH:3][CH:2]=1.C1COCC1.C[Mg]Br>C(OCC)C>[CH:7]([N:8]1[CH2:11][CH:10]([OH:12])[CH2:9]1)([C:17]1[CH:22]=[CH:21][CH:20]=[CH:19][CH:18]=1)[C:1]1[CH:2]=[CH:3][CH:4]=[CH:5][CH:6]=1. Procedure details: A solution of 1-(diphenylmethyl)-3-(methanesulphonyloxy) azetidine (1.0 g) in. THF (17 mL) was treated with 3.0 M methylmagnesium bromide (1.2 mL) in diethyl ether at 0° C. The reaction was stirred for 1.5 hours at 0° C. and then quenched with saturated aqueous sodium bicarbonate, filtered through Celite, and concentrated. The residue was then take up in methylene chloride and washed with saturated aqueous sodium bicarbonate, followed by brine. The organic layer was dried over magnesium sulfate,... The reactants are O=C(O)c1cc(Br)c(Br)s1, CCN=C=NCCCN(C)C, ClCCl, Cl, NCCCSc1ccncc1, O=C1CCC(=O)N1O. The product is O=C(NCCCSc1ccncc1)c1cc(Br)c(Br)s1. RXN SMILES: [Br:1][c:2]1[cH:3][c:4]([C:8](=[O:9])[OH:10])[s:5][c:6]1[Br:7].[CH2:20]([N:21]=[C:22]=[N:23][CH2:24][CH2:25][CH2:26][N:27]([CH3:28])[CH3:29])[CH3:30].[CH2:42]([Cl:43])[Cl:44].[ClH:19].[NH2:31][CH2:32][CH2:33][CH2:34][S:35][c:36]1[cH:37][cH:38][n:39][cH:40][cH:41]1.[OH:11][N:12]1[C:13](=[O:14])[CH2:15][CH2:16][C:17]1=[O:18]>>[Br:1][c:2]1[cH:3][c:4]([C:8](=[O:10])[NH:31][CH2:32][CH2:33][CH2:34][S:35][c:36]2[cH:37][cH:38][n:39][cH:40][cH:41]2)[s:5][c:6]1[Br:7]. Starting materials: FC=1C=C(C=C(C1)F)[C@@H]1COC(C(N1)=O)(C)C ((5R)-5-(3,5-Difluorophenyl)-2,2-dimethylmorpholin-3-one), [H-].[Na+] (NaH), C(=O)(O)[O-].[Na+] (NaHCO3), BrCC(=O)OCC (ethyl bromoacetate). Solvent: CN(C)C=O (DMF). Reaction conditions: temperature 0 celsius, time 10 minute. Product: FC=1C=C(C=C(C1)F)[C@@H]1COC(C(N1CC(=O)OCC)=O)(C)C (Ethyl [(5R)-5-(3,5-difluorophenyl)-2,2-dimethyl-3-oxomorpholin-4-yl]acetate). RXN SMILES: [F:1][C:2]1[CH:3]=[C:4]([C@H:9]2[NH:14][C:13](=[O:15])[C:12]([CH3:17])([CH3:16])[O:11][CH2:10]2)[CH:5]=[C:6]([F:8])[CH:7]=1.[H-].[Na+].Br[CH2:21][C:22]([O:24][CH2:25][CH3:26])=[O:23].C([O-])(O)=O.[Na+]>CN(C=O)C>[F:8][C:6]1[CH:5]=[C:4]([C@H:9]2[N:14]([CH2:21][C:22]([O:24][CH2:25][CH3:26])=[O:23])[C:13](=[O:15])[C:12]([CH3:17])([CH3:16])[O:11][CH2:10]2)[CH:3]=[C:2]([F:1])[CH:7]=1 |f:1.2,4.5|. Procedure: To a stirred solution of (5R)-5-(3,5-difluorophenyl)-2,2-dimethylmorpholin-3-one from Step G (150 mg, 0.62 mmol) in DMF (2 mL) at 0° C. was added NaH (27 mg of a 60% dispersion in oil, 0.68 mmol). After 10 min, ethyl bromoacetate (104 mg, 0.62 mmol) was added and the mixture was stirred at 0° C. for 30 min. Saturated aqueous NaHCO3 (5 mL) was added and the mixture was extracted with EtOAc (2×10 mL). The combined organic layers were dried over Na2SO4, filtered, and concentrated in vacuo. The crud... Starting materials: O=C([O-])[O-], CN(C)CCN(C)S(N)(=O)=O, CC(C)c1ccc(C2=CC=CCC2(C(C)C)P(C2CCCCC2)C2CCCCC2)c(C(C)C)c1, COc1cc(Cl)nc(SCc2cccc(F)c2F)n1, [Cs+], [Cs+], O=C(C=Cc1ccccc1)C=Cc1ccccc1, C1COCCO1, O=C(C=Cc1ccccc1)C=Cc1ccccc1, O=C(C=Cc1ccccc1)C=Cc1ccccc1, [Pd], [Pd]. The product is COc1cc(NS(=O)(=O)N(C)CCN(C)C)nc(SCc2cccc(F)c2F)n1. Reaction SMILES: [C:65](=[O:66])([O-:67])[O-:68].[CH3:20][N:21]([CH2:22][CH2:23][N:24]([S:25](=[O:26])(=[O:27])[NH2:28])[CH3:29])[CH3:30].[CH:31]1([P:32]([CH:33]2[CH2:34][CH2:35][CH2:36][CH2:37][CH2:38]2)[C:39]2([CH:40]([CH3:41])[CH3:42])[CH2:43][CH:44]=[CH:45][CH:46]=[C:47]2[c:48]2[c:49]([CH:50]([CH3:51])[CH3:52])[cH:53][c:54]([CH:55]([CH3:56])[CH3:57])[cH:58][cH:59]2)[CH2:60][CH2:61][CH2:62][CH2:63][CH2:64]1.[Cl:1][c:2]1[n:3][c:4]([S:10][CH2:11][c:12]2[c:13]([F:19])[c:14]([F:18])[cH:15][cH:16][cH:17]2)[n:5][c:6]([O:8][CH3:9])[cH:7]1.[Cs+:69].[Cs+:70].[O:109]=[C:110]([CH:111]=[CH:112][c:113]1[cH:114][cH:115][cH:116][cH:117][cH:118]1)[CH:119]=[CH:120][c:121]1[cH:122][cH:123][cH:124][cH:125][cH:126]1.[O:127]1[CH2:128][CH2:129][O:130][CH2:131][CH2:132]1.[O:73]=[C:74]([CH:75]=[CH:76][c:77]1[cH:78][cH:79][cH:80][cH:81][cH:82]1)[CH:83]=[CH:84][c:85]1[cH:86][cH:87][cH:88][cH:89][cH:90]1.[O:91]=[C:92]([CH:93]=[CH:94][c:95]1[cH:96][cH:97][cH:98][cH:99][cH:100]1)[CH:101]=[CH:102][c:103]1[cH:104][cH:105][cH:106][cH:107][cH:108]1.[Pd:71].[Pd:72]>>[c:2]1([NH:28][S:25]([N:24]([CH2:23][CH2:22][N:21]([CH3:20])[CH3:30])[CH3:29])(=[O:26])=[O:27])[n:3][c:4]([S:10][CH2:11][c:12]2[c:13]([F:19])[c:14]([F:18])[cH:15][cH:16][cH:17]2)[n:5][c:6]([O:8][CH3:9])[cH:7]1. Reactants: COS(=O)(=O)OC, CCO, [Na+], [OH-], O=C(O)C#Cc1c(-c2ccccc2)nn2ccccc12. Product: COC(=O)C#Cc1c(-c2ccccc2)nn2ccccc12. As a reaction SMILES: [CH3:23][O:24][S:25]([O:26][CH3:27])(=[O:28])=[O:29].[CH3:30][CH2:31][OH:32].[Na+:22].[OH-:21].[c:1]1(-[c:7]2[n:8][n:9]3[c:10]([cH:11][cH:12][cH:13][cH:14]3)[c:15]2[C:16]#[C:17][C:18](=[O:19])[OH:20])[cH:2][cH:3][cH:4][cH:5][cH:6]1>>[c:1]1(-[c:7]2[n:8][n:9]3[c:10]([cH:11][cH:12][cH:13][cH:14]3)[c:15]2[C:16]#[C:17][C:18](=[O:19])[O:20][CH3:23])[cH:2][cH:3][cH:4][cH:5][cH:6]1.